This data is from the Open Reaction Database (ORD), a public repository of structured organic reaction records. The task is: describe an organic reaction: reactants, conditions, products, and yield The reactants are CCOP(=O)(CP(=O)(OCC)OCC)OCC, CN(C)C=O, COc1cc(COc2nn(-c3ccccc3)cc2C=O)ccc1OCc1nc(-c2cccc(C#N)c2)oc1C, [H-], [Na+], O. Reaction SMILES: [CH2:40]([P:41]([O:42][CH2:43][CH3:44])([O:45][CH2:46][CH3:47])=[O:48])[P:49](=[O:50])([O:51][CH2:52][CH3:53])[O:54][CH2:55][CH3:56].[CH3:57][N:58]([CH3:59])[CH:60]=[O:61].[CH:1](=[O:2])[c:3]1[c:4]([O:14][CH2:15][c:16]2[cH:17][c:18]([O:38][CH3:39])[c:19]([O:20][CH2:21][c:22]3[n:23][c:24](-[c:28]4[cH:29][c:30]([C:31]#[N:32])[cH:33][cH:34][cH:35]4)[o:25][c:26]3[CH3:27])[cH:36][cH:37]2)[n:5][n:6](-[c:8]2[cH:9][cH:10][cH:11][cH:12][cH:13]2)[cH:7]1.[H-:62].[Na+:63].[OH2:64]>>[CH:1]([c:3]1[c:4]([O:14][CH2:15][c:16]2[cH:17][c:18]([O:38][CH3:39])[c:19]([O:20][CH2:21][c:22]3[n:23][c:24](-[c:28]4[cH:29][c:30]([C:31]#[N:32])[cH:33][cH:34][cH:35]4)[o:25][c:26]3[CH3:27])[cH:36][cH:37]2)[n:5][n:6](-[c:8]2[cH:9][cH:10][cH:11][cH:12][cH:13]2)[cH:7]1)=[CH:40][P:41]([O:42][CH2:43][CH3:44])([O:45][CH2:46][CH3:47])=[O:48]. Yields the product CCOP(=O)(C=Cc1cn(-c2ccccc2)nc1OCc1ccc(OCc2nc(-c3cccc(C#N)c3)oc2C)c(OC)c1)OCC.